This data is from the Open Reaction Database (ORD), a public repository of structured organic reaction records. The task is: describe an organic reaction: reactants, conditions, products, and yield Starting materials: C1(=CC=C(C=C1)C=1OC2=C(C1)C=CC(=C2)OC)C (2-(p-tolyl)-6-methoxybenzofuran), C(C1=CC=CC=C1)=NC1=CC=CC=C1 (benzalaniline). The product is C1(=CC=C(C=C1)C=1OC2=C(C1)C=CC(=C2)OC)C=CC2=CC=CC=C2 (2-(4-stilbenyl)-6-methoxybenzofuran). RXN SMILES: [C:1]1([CH3:18])[CH:6]=[CH:5][C:4]([C:7]2[O:8][C:9]3[CH:15]=[C:14]([O:16][CH3:17])[CH:13]=[CH:12][C:10]=3[CH:11]=2)=[CH:3][CH:2]=1.[CH:19](=NC1C=CC=CC=1)[C:20]1[CH:25]=[CH:24][CH:23]=[CH:22][CH:21]=1>>[C:1]1([CH:18]=[CH:19][C:20]2[CH:25]=[CH:24][CH:23]=[CH:22][CH:21]=2)[CH:2]=[CH:3][C:4]([C:7]2[O:8][C:9]3[CH:15]=[C:14]([O:16][CH3:17])[CH:13]=[CH:12][C:10]=3[CH:11]=2)=[CH:5][CH:6]=1. Procedure: Following the procedure given in Example 1b 2-(p-tolyl)-6-methoxybenzofuran was interacted with an equimolar quantity of benzalaniline to produce 2-(4-stilbenyl)-6-methoxybenzofuran, which, when recrystallized from toluene, melted at 223.5°-225.5° C. The wavelength of maximum excitation of this compound was 371 nm., and the wavelength of maximum emission was 446 nm. The reactants are CC1CCC(C)N1, CC1CCC(C)N1C(=O)c1ccc(-c2ccc(OCCCCl)cc2)cc1, Cl. Yields the product CC1CCC(C)N1CCCOc1ccc(-c2ccc(C(=O)N3C(C)CCC3C)cc2)cc1. Reaction SMILES: [CH3:28][CH:29]1[NH:30][CH:31]([CH3:34])[CH2:32][CH2:33]1.[Cl:1][CH2:2][CH2:3][CH2:4][O:5][c:6]1[cH:7][cH:8][c:9](-[c:12]2[cH:13][cH:14][c:15]([C:18](=[O:19])[N:20]3[CH:21]([CH3:26])[CH2:22][CH2:23][CH:24]3[CH3:25])[cH:16][cH:17]2)[cH:10][cH:11]1.[ClH:27]>>[CH2:2]([CH2:3][CH2:4][O:5][c:6]1[cH:7][cH:8][c:9](-[c:12]2[cH:13][cH:14][c:15]([C:18](=[O:19])[N:20]3[CH:21]([CH3:26])[CH2:22][CH2:23][CH:24]3[CH3:25])[cH:16][cH:17]2)[cH:10][cH:11]1)[N:30]1[CH:29]([CH3:28])[CH2:33][CH2:32][CH:31]1[CH3:34].